From a dataset of the Open Reaction Database (ORD), a public repository of structured organic reaction records. describe an organic reaction: reactants, conditions, products, and yield RXN SMILES: Cl[S:2]([C:5]1[N:15]=[C:8]2[N:9]=[C:10]([CH3:14])[CH:11]=[C:12]([CH3:13])[N:7]2[N:6]=1)(=[O:4])=[O:3].C(#N)C.C[Si](C)(C)[NH:21][C:22]1[C:27]([Cl:28])=[CH:26][CH:25]=[CH:24][C:23]=1[Cl:29]>N1C=CC=CC=1>[Cl:28][C:27]1[CH:26]=[CH:25][CH:24]=[C:23]([Cl:29])[C:22]=1[NH:21][S:2]([C:5]1[N:15]=[C:8]2[N:9]=[C:10]([CH3:14])[CH:11]=[C:12]([CH3:13])[N:7]2[N:6]=1)(=[O:4])=[O:3]. The reactants are ClS(=O)(=O)C1=NN2C(N=C(C=C2C)C)=N1 (2-chlorosulfonyl-5,7-dimethyl-1,2,4-triazolo[1,5-a]pyrimidine), 2-chlorosulfonyl, C(C)#N (acetonitrile), C[Si](NC1=C(C=CC=C1Cl)Cl)(C)C (N-trimethylsilyl-2,6-dichloroaniline). Isolated yield 77.2%. Reported procedure: A solution consisting of 102.4 mg (0.415 mmole) of 2-chlorosulfonyl-5,7-dimethyl-1,2,4-triazolo[1,5-a]pyrimidine, 2.0 ml of acetonitrile, and 33.6 μl (0.415 mmole) of pyridine was stirred 5 minutes. N-trimethylsilyl-2,6-dichloroaniline, 86.9 μl (0.456 mmole) was added. The solution was stirred at room temperature for 16 hours and the reaction monitored by thin layer chromatography and by reverse phase HPLC. The 2-chlorosulfonyl compound gradually disappeared and a new peak appeared. The reaction... Product: ClC1=C(C(=CC=C1)Cl)NS(=O)(=O)C1=NN2C(N=C(C=C2C)C)=N1 (N-(2,6-dichlorophenyl)-5,7-dimethyl-1,2,4-triazolo[1,5-a]pyrimidine-2-sulfonamide). Conditions: temperature 65 celsius, time 5 minute. The solvent is N1=CC=CC=C1 (pyridine), N1=CC=CC=C1 (pyridine). Starting materials: ClC1=NC=CC(=C1)C1=NC2=C(C=CC=C2C=C1)C(=O)NC=1SC=CN1 (2-(2-chloropyridin-4-yl)-N-(thiazol-2-yl)quinoline-8-carboxamide), N1CCC1 (azetidine), [F-].[Cs+] (CsF), CC(C)(C)[O-].[K+] (t-BuOK). Run in CN(C)C=O (DMF), O (water). Run at temperature 150 celsius. Yields the product N1(CCC1)C1=NC=CC(=C1)C1=NC2=C(C=CC=C2C=C1)C(=O)NC=1SC=CN1 (2-(2-(azetidin-1-yl)pyridin-4-yl)-N-(thiazol-2-yl)quinoline-8-carboxamide). Yield: 23.5%. Reaction SMILES: Cl[C:2]1[CH:7]=[C:6]([C:8]2[CH:17]=[CH:16][C:15]3[C:10](=[C:11]([C:18]([NH:20][C:21]4[S:22][CH:23]=[CH:24][N:25]=4)=[O:19])[CH:12]=[CH:13][CH:14]=3)[N:9]=2)[CH:5]=[CH:4][N:3]=1.[NH:26]1[CH2:29][CH2:28][CH2:27]1.[F-].[Cs+].CC([O-])(C)C.[K+]>CN(C=O)C.O>[N:26]1([C:2]2[CH:7]=[C:6]([C:8]3[CH:17]=[CH:16][C:15]4[C:10](=[C:11]([C:18]([NH:20][C:21]5[S:22][CH:23]=[CH:24][N:25]=5)=[O:19])[CH:12]=[CH:13][CH:14]=4)[N:9]=3)[CH:5]=[CH:4][N:3]=2)[CH2:29][CH2:28][CH2:27]1 |f:2.3,4.5|. Reported procedure: A mixture of 2-(2-chloropyridin-4-yl)-N-(thiazol-2-yl)quinoline-8-carboxamide (200 mg, 0.55 mmol), azetidine (314 mg, 5.5 mmol), CsF (84 mg, 0.55 mmol) and t-BuOK (185 mg, 1.65 mmol) in DMF (4 mL) under N2 was microwave heated (150° C.×12 min). The reaction mixture was cooled, diluted with water, and extracted with ethyl acetate (3×10 mL). The combined organic layers were dried over Na2SO4, filtered, and concentrated in vacuo. The residue was purified by chromatography on silica gel (10% methano... Starting materials: COc1ccc(CC2CCc3ncc(C)cc3C2)cc1, O=C(OO)c1cccc(Cl)c1, ClCCl. The product is COc1ccc(CC2CCc3c(cc(C)c[n+]3[O-])C2)cc1. As a reaction SMILES: [CH3:1][O:2][c:3]1[cH:4][cH:5][c:6]([CH2:9][CH:10]2[CH2:11][c:12]3[cH:13][c:14]([CH3:20])[cH:15][n:16][c:17]3[CH2:18][CH2:19]2)[cH:7][cH:8]1.[Cl:21][c:22]1[cH:23][c:24]([C:29](=[O:26])[O:30][OH:31])[cH:25][cH:27][cH:28]1.[Cl:32][CH2:33][Cl:34]>>[CH3:1][O:2][c:3]1[cH:4][cH:5][c:6]([CH2:9][CH:10]2[CH2:11][c:12]3[cH:13][c:14]([CH3:20])[cH:15][n+:16]([O-:26])[c:17]3[CH2:18][CH2:19]2)[cH:7][cH:8]1. The product is C(C)S(=O)(=O)C=1C=C(C2=C(CC(O2)C)C1OC)C(=O)O (5-Ethylsulphonyl-4-methoxy-2-methyl-2,3-dihydrobenzofuran-7-carboxylic acid). RXN SMILES: S([O-])([O-])=O.[Na+].[Na+].C(=O)(O)[O-].[Na+].Cl[S:13]([C:16]1[CH:17]=[C:18]([C:28]([OH:30])=[O:29])[C:19]2[O:23][CH:22]([CH3:24])[CH2:21][C:20]=2[C:25]=1[O:26][CH3:27])(=[O:15])=[O:14].C(=O)=O.[OH-].[Na+].[CH2:36](I)[CH3:37]>C(O)C.O>[CH2:36]([S:13]([C:16]1[CH:17]=[C:18]([C:28]([OH:30])=[O:29])[C:19]2[O:23][CH:22]([CH3:24])[CH2:21][C:20]=2[C:25]=1[O:26][CH3:27])(=[O:15])=[O:14])[CH3:37] |f:0.1.2,3.4,7.8|. Conditions: temperature 70 celsius. Reported procedure: 220 ml of water, 47 g of sodium sulphite and 62.5 g of sodium bicarbonate were introduced into a 2-liter round-bottomed flask and the contents were then heated to 70° C. 76 g of 5-chlorosulphonyl-4-methoxy-2-methyl-2,3-dihydrobenzofuran-7-carboxylic acid were then added in small amounts. Heating was maintained at 70°-80° C. for 1 hour 30 minutes, until the evolution of carbon dioxide was complete. The contents were then cooled to 20° C. and 256 ml of ethanol, 49.5 ml of 30% sodium hydroxide and ... Run in O (water), C(C)O (ethanol). The reactants are S(=O)([O-])[O-].[Na+].[Na+] (sodium sulphite), C([O-])(O)=O.[Na+] (sodium bicarbonate), [OH-].[Na+] (sodium hydroxide), C(=O)=O (carbon dioxide), C(C)I (ethyl iodide), [OH-].[Na+] (sodium hydroxide), C(C)I (ethyl iodide), ClS(=O)(=O)C=1C=C(C2=C(CC(O2)C)C1OC)C(=O)O (5-chlorosulphonyl-4-methoxy-2-methyl-2,3-dihydrobenzofuran-7-carboxylic acid).